Dataset: the Open Reaction Database (ORD), a public repository of structured organic reaction records. Task: describe an organic reaction: reactants, conditions, products, and yield Reactants: C(=O)([O-])[O-].[Na+].[Na+] (Na2CO3), C1CO1 (Ethylene oxide), NC1=CC2=C(OC3=C(S(C2)(=O)=O)C=C(C=C3C)C(=O)O)C(=C1)Cl (2-Amino-4-chloro-6-methyl-10,10-dioxo-10,11-dihydro-5-oxa-10lambda*6*-thia-dibenzo[a,d]cycloheptene-8-carboxylic acid), C(C)(=O)O (acetic acid). Solvent: C1CCOC1 (THF), O (water), O (water). Run at temperature 2.5 celsius, time 4 hour. Product: COC(=O)C=1C=C(C2=C(S(CC3=C(O2)C(=CC(=C3)N(CCO)CCO)Cl)(=O)=O)C1)C (2-[Bis-(2-hydroxy-ethyl)-amino]-4-chloro-6-methyl-10,10-dioxo-10,11-dihydro-5-oxa-10lambda*6*-thia-dibenzo[a,d]cycloheptene-8-carboxylic acid methyl ester). As a reaction SMILES: [CH2:1]1[O:3][CH2:2]1.[NH2:4][C:5]1[CH:25]=[C:24]([Cl:26])[C:8]2[O:9][C:10]3[C:19]([CH3:20])=[CH:18][C:17]([C:21]([OH:23])=[O:22])=[CH:16][C:11]=3[S:12](=[O:15])(=[O:14])[CH2:13][C:7]=2[CH:6]=1.[C:27]([OH:30])(=O)[CH3:28].[C:31]([O-])([O-])=O.[Na+].[Na+]>O.C1COCC1>[CH3:31][O:22][C:21]([C:17]1[CH:18]=[C:19]([CH3:20])[C:10]2[O:9][C:8]3[C:24]([Cl:26])=[CH:25][C:5]([N:4]([CH2:2][CH2:1][OH:3])[CH2:28][CH2:27][OH:30])=[CH:6][C:7]=3[CH2:13][S:12](=[O:14])(=[O:15])[C:11]=2[CH:16]=1)=[O:23] |f:3.4.5|. Procedure details: Ethylene oxide (40 mL) was added to a mixture of the ester of Example 35j (1 g, 2.72 mmol), acetic acid (15 mL) and water (15 mL) at 0-5° C. THF (2 mL) was added and the reaction mixture was stirred at 0-5° C. for 4 h and then left for overnight at room temperature. It was treated with water and aqueous Na2CO3 solution to neutral pH followed by extraction with ethyl acetate. The organic layer was washed with water, brine, dried, concentrated and purified using flash chromatography (silica gel) t...